This data is from the Open Reaction Database (ORD), a public repository of structured organic reaction records. The task is: describe an organic reaction: reactants, conditions, products, and yield Reactants: ClC=1C=CC2=C(C(CCCN2C(C2=CN=C(C=C2)NC(C2=C(C=CC=C2)C(=O)OC)=O)=O)O)C1 (7-chloro-5-hydroxy-1-[6-(2-methoxycarbonyl-benzoylamino)nicotinoyl]-2,3,4,5-tetrahydro-1H-benzazepine), O (water), Cl (hydrochloric acid), [OH-].[Na+] (sodium hydroxide). Run in CO (methanol). Run at time 1 hour. Product: ClC=1C=CC2=C(C(CCCN2C(C2=CN=C(C=C2)NC(C2=C(C=CC=C2)C(=O)O)=O)=O)O)C1 (7-chloro-5-hydroxy-1-[6-(2-carboxybenzoylamino)nicotinoyl]-2,3,4,5-tetrahydro-1H-benzazepine). The yield is 51.5%. As a reaction SMILES: [Cl:1][C:2]1[CH:3]=[CH:4][C:5]2[N:11]([C:12](=[O:32])[C:13]3[CH:18]=[CH:17][C:16]([NH:19][C:20](=[O:31])[C:21]4[CH:26]=[CH:25][CH:24]=[CH:23][C:22]=4[C:27]([O:29]C)=[O:28])=[N:15][CH:14]=3)[CH2:10][CH2:9][CH2:8][CH:7]([OH:33])[C:6]=2[CH:34]=1.[OH-].[Na+].O.Cl>CO>[Cl:1][C:2]1[CH:3]=[CH:4][C:5]2[N:11]([C:12](=[O:32])[C:13]3[CH:18]=[CH:17][C:16]([NH:19][C:20](=[O:31])[C:21]4[CH:26]=[CH:25][CH:24]=[CH:23][C:22]=4[C:27]([OH:29])=[O:28])=[N:15][CH:14]=3)[CH2:10][CH2:9][CH2:8][CH:7]([OH:33])[C:6]=2[CH:34]=1 |f:1.2|. Procedure details: To a suspension of 7-chloro-5-hydroxy-1-[6-(2-methoxycarbonyl-benzoylamino)nicotinoyl]-2,3,4,5-tetrahydro-1H-benzazepine (0.3 g) in methanol (4 ml) is added 5% aqueous sodium hydroxide solution (1.5 ml), and the mixture is stirred at room temperature for one hour. To the reaction solution are added water and diluted aqueous hydrochloric acid solution in order to make the mixture weak acidic. The mixture is extracted with dichloromethane, and the extract is washed with water, dried over magnesium... The reactants are COc1ccccc1N1CCc2c1c1cccc(OC)c1[nH]c2=O, [Na+], c1ccc(Oc2ccccc2)cc1, [OH-], NP(N)(=O)Oc1ccccc1. The product is COc1ccccc1N1CCc2c(N)nc3c(OC)cccc3c21. RXN SMILES: [CH3:1][O:2][c:3]1[c:4]([N:9]2[CH2:10][CH2:11][c:12]3[c:13](=[O:24])[nH:14][c:15]4[c:16]([O:22][CH3:23])[cH:17][cH:18][cH:19][c:20]4[c:21]32)[cH:5][cH:6][cH:7][cH:8]1.[Na+:37].[O:38]([c:39]1[cH:40][cH:41][cH:42][cH:43][cH:44]1)[c:45]1[cH:46][cH:47][cH:48][cH:49][cH:50]1.[OH-:36].[P:25]([NH2:26])(=[O:27])([O:28][c:29]1[cH:30][cH:31][cH:32][cH:33][cH:35]1)[NH2:34]>>[CH3:1][O:2][c:3]1[c:4]([N:9]2[CH2:10][CH2:11][c:12]3[c:13]([NH2:34])[n:14][c:15]4[c:16]([O:22][CH3:23])[cH:17][cH:18][cH:19][c:20]4[c:21]32)[cH:5][cH:6][cH:7][cH:8]1. The reactants are CC1(C)COc2ccc(C#Cc3ccc(O)cc3)cc2OC1, COCCBr. The product is COCCOc1ccc(C#Cc2ccc3c(c2)OCC(C)(C)CO3)cc1. Reaction SMILES: [CH3:1][C:2]1([CH3:22])[CH2:3][O:4][c:5]2[c:6]([cH:9][cH:10][c:11]([C:13]#[C:14][c:15]3[cH:16][cH:17][c:18]([OH:21])[cH:19][cH:20]3)[cH:12]2)[O:7][CH2:8]1.[CH3:23][O:24][CH2:25][CH2:26][Br:27]>>[CH3:1][C:2]1([CH3:22])[CH2:3][O:4][c:5]2[c:6]([cH:9][cH:10][c:11]([C:13]#[C:14][c:15]3[cH:16][cH:17][c:18]([O:21][CH2:26][CH2:25][O:24][CH3:23])[cH:19][cH:20]3)[cH:12]2)[O:7][CH2:8]1. The reactants are CSC, ClCCl, C=CCOCC1(c2cccc(C(F)(F)F)c2)C(=O)N(c2ccc(C#N)c(C(F)(F)F)c2)C(=O)N1C, FB(F)F. Product: CN1C(=O)N(c2ccc(C#N)c(C(F)(F)F)c2)C(=O)C1(CO)c1cccc(C(F)(F)F)c1. Reaction SMILES: [CH3:39][S:40][CH3:41].[Cl:36][CH2:37][Cl:38].[F:1][C:2]([c:3]1[cH:4][c:5]([C:9]2([CH2:29][O:30][CH2:31][CH:32]=[CH2:33])[N:10]([CH3:28])[C:11](=[O:27])[N:12]([c:15]3[cH:16][c:17]([C:23]([F:24])([F:25])[F:26])[c:18]([C:19]#[N:20])[cH:21][cH:22]3)[C:13]2=[O:14])[cH:6][cH:7][cH:8]1)([F:34])[F:35].[F:42][B:43]([F:44])[F:45]>>[F:1][C:2]([c:3]1[cH:4][c:5]([C:9]2([CH2:29][OH:30])[N:10]([CH3:28])[C:11](=[O:27])[N:12]([c:15]3[cH:16][c:17]([C:23]([F:24])([F:25])[F:26])[c:18]([C:19]#[N:20])[cH:21][cH:22]3)[C:13]2=[O:14])[cH:6][cH:7][cH:8]1)([F:34])[F:35]. Reactants: Na, CS (methyl mercaptan), OCCS(=O)(=O)C1C(C(N1)=O)C(C)OC(=O)OCC1=CC=C(C=C1)[N+](=O)[O-] (4-(2-hydroxyethylsulphonyl)-3-[1-(p-nitrobenzyloxycarbonyloxy)-ethyl]-azetidin-2-one). Solvent: C(C)#N (acetonitrile), O (H2O), C(Cl)Cl (methylene chloride), O (H2O). Conditions: temperature 0 celsius, time 20 minute. The product is CSC1C(C(N1)=O)C(C)OC(=O)OCC1=CC=C(C=C1)[N+](=O)[O-] (4-Methylthio-3-[1-(p-nitrobenzyloxycarbonyloxy)-ethyl]-azetidin-2-one). Isolated yield 100.6%. As a reaction SMILES: CS.OC[CH2:5][S:6]([CH:9]1[NH:12][C:11](=[O:13])[CH:10]1[CH:14]([O:16][C:17]([O:19][CH2:20][C:21]1[CH:26]=[CH:25][C:24]([N+:27]([O-:29])=[O:28])=[CH:23][CH:22]=1)=[O:18])[CH3:15])(=O)=O>C(#N)C.O.C(Cl)Cl>[CH3:5][S:6][CH:9]1[NH:12][C:11](=[O:13])[CH:10]1[CH:14]([O:16][C:17]([O:19][CH2:20][C:21]1[CH:22]=[CH:23][C:24]([N+:27]([O-:29])=[O:28])=[CH:25][CH:26]=1)=[O:18])[CH3:15]. Reported procedure: 1.17 g (16.7 mmol) of the Na salt of methyl mercaptan are added to a solution of 4.48 g (11.1 mmol) of 4-(2-hydroxyethylsulphonyl)-3-[1-(p-nitrobenzyloxycarbonyloxy)-ethyl]-azetidin-2-one in 11 ml of acetonitrile and 11 ml of H2O at 0° C., and the mixture is stirred at 0° C. for 20 minutes. The reaction mixture is diluted with 100 ml of methylene chloride and 25 ml of H2O, and, after separating off the organic phase, the aqueous phase is extracted three times with 25 ml of methylene chloride in ... Reactants: COc1cc2c(Cl)ncnc2cc1OCCCN1CCN(C(C)=O)CC1, O=C([O-])[O-], CC(C)=O, [Cs+], [Cs+], Cc1cc2c(F)c(O)ccc2[nH]1. The product is COc1cc2c(Oc3ccc4[nH]c(C)cc4c3F)ncnc2cc1OCCCN1CCN(C(C)=O)CC1. As a reaction SMILES: [C:1]([CH3:2])(=[O:3])[N:4]1[CH2:5][CH2:6][N:7]([CH2:10][CH2:11][CH2:12][O:13][c:14]2[c:15]([O:25][CH3:26])[cH:16][c:17]3[c:18]([Cl:24])[n:19][cH:20][n:21][c:22]3[cH:23]2)[CH2:8][CH2:9]1.[C:39](=[O:40])([O-:41])[O-:42].[CH3:45][C:46](=[O:47])[CH3:48].[Cs+:43].[Cs+:44].[F:27][c:28]1[c:29]2[cH:30][c:31]([CH3:38])[nH:32][c:33]2[cH:34][cH:35][c:36]1[OH:37]>>[C:1]([CH3:2])(=[O:3])[N:4]1[CH2:5][CH2:6][N:7]([CH2:10][CH2:11][CH2:12][O:13][c:14]2[c:15]([O:25][CH3:26])[cH:16][c:17]3[c:18]([O:37][c:36]4[c:28]([F:27])[c:29]5[cH:30][c:31]([CH3:38])[nH:32][c:33]5[cH:34][cH:35]4)[n:19][cH:20][n:21][c:22]3[cH:23]2)[CH2:8][CH2:9]1.